From a dataset of the Open Reaction Database (ORD), a public repository of structured organic reaction records. describe an organic reaction: reactants, conditions, products, and yield Starting materials: Cl (hydrochloric acid), OC(CCCCC)C=1C=C(OCC=2C=C(C#N)C=CC2)C=CC1 (3[[3-(1-hydroxyhexyl)phenoxy]methyl]benzonitrile), OO (hydrogen peroxide), [OH-].[Na+] (sodium hydroxide). Solvent: C(C)O (ethanol). Run at time 1 hour. The product is OC(CCCCC)C=1C=C(OCC=2C=C(C(=O)N)C=CC2)C=CC1 (3-[[3-(1-hydroxyhexyl)phenoxy]methyl]benzamide). Reaction SMILES: [OH:1][CH:2]([C:8]1[CH:9]=[C:10]([CH:21]=[CH:22][CH:23]=1)[O:11][CH2:12][C:13]1[CH:14]=[C:15]([CH:18]=[CH:19][CH:20]=1)[C:16]#[N:17])[CH2:3][CH2:4][CH2:5][CH2:6][CH3:7].[OH:24]O.[OH-].[Na+].Cl>C(O)C>[OH:1][CH:2]([C:8]1[CH:9]=[C:10]([CH:21]=[CH:22][CH:23]=1)[O:11][CH2:12][C:13]1[CH:14]=[C:15]([CH:18]=[CH:19][CH:20]=1)[C:16]([NH2:17])=[O:24])[CH2:3][CH2:4][CH2:5][CH2:6][CH3:7] |f:2.3|. Procedure: A mixture of 3[[3-(1-hydroxyhexyl)phenoxy]methyl]benzonitrile (5.0 g.), 30% hydrogen peroxide (6.6 ml), ethanol (9 ml) and 6N sodium hydroxide (0.7 ml) was stirred at room temperature for one hour. The reaction was then heated to 50° C. for three hours. The solution was neutralized with 5% aqueous hydrochloric acid and extracted with chloroform. The organic extract was dried (MgSO4) and concentrated to a solid. The solid was recrystallized from ethyl acetate giving 3.4 g (63%) yield) of solid, m... Starting materials: ClC1=CC(=CC=C1)C(=O)OO (3-Chloroperbenzoic acid), BrC=1C=C2C(=NC1)C=CN2C (6-bromo-1-methyl-1H-pyrrolo[3,2-b]pyridine). The solvent is C(Cl)Cl (DCM). Run at time 4 hour. Product: BrC=1C=C2C(=[N+](C1)[O-])C=CN2C (6-Bromo-1-methyl-1H-pyrrolo[3,2-b]pyridine 4-oxide). RXN SMILES: ClC1C=CC=C(C(OO)=[O:9])C=1.[Br:12][C:13]1[CH:14]=[C:15]2[N:21]([CH3:22])[CH:20]=[CH:19][C:16]2=[N:17][CH:18]=1>C(Cl)Cl>[Br:12][C:13]1[CH:14]=[C:15]2[N:21]([CH3:22])[CH:20]=[CH:19][C:16]2=[N+:17]([O-:9])[CH:18]=1. Procedure details: 3-Chloroperbenzoic acid (77 wt %, 3.46 g, 15.4 mmol) was added to a stirred solution of 6-bromo-1-methyl-1H-pyrrolo[3,2-b]pyridine (2.96 g, 14.0 mmol) in DCM (60 mL) at 0° C. The reaction mixture was stirred at RT for 4 hours and then concentrated and purified by silica gel chromatography (7% MeOH/DCM) to give the title compound as a brown semi-solid, which was used without further purification (3.8 g). ESI-MS m/z [M+H]+ calc'd for C8H7BrN2O, 227, 229; found 227, 229. The reactants are CCOC(OCC)N1CCNC1=N[N+](=O)[O-], CN1CCN(C)C1=O, Cl, Nc1ccccc1-c1ccccc1, O, c1ccncc1. The product is O=[N+]([O-])N=C1NCCN1C=Nc1ccccc1-c1ccccc1. As a reaction SMILES: [CH2:8]([O:9][CH:11]([O:10][CH2:21][CH3:22])[N:12]1[C:13](=[N:17][N+:18](=[O:19])[O-:20])[NH:14][CH2:15][CH2:16]1)[CH3:23].[CH3:37][N:38]1[CH2:39][CH2:40][N:41]([CH3:42])[C:43]1=[O:44].[ClH:1].[NH2:24][c:25]1[c:26](-[c:31]2[cH:32][cH:33][cH:34][cH:35][cH:36]2)[cH:27][cH:28][cH:29][cH:30]1.[OH2:45].[n:2]1[cH:3][cH:4][cH:5][cH:6][cH:7]1>>[CH:11]([N:12]1[C:13](=[N:17][N+:18](=[O:19])[O-:20])[NH:14][CH2:15][CH2:16]1)=[N:24][c:25]1[c:26](-[c:31]2[cH:32][cH:33][cH:34][cH:35][cH:36]2)[cH:27][cH:28][cH:29][cH:30]1. Starting materials: C(C)OC(=O)C1=NOC2=C1C=CC(=C2)O (6-hydroxy-benzo[d]isoxazole-3-carboxylic acid ethyl ester), N1C=NC=C1 (imidazol), Cl[Si](C(C)C)(C(C)C)C(C)C (chlortriisopropylsilane), ice water. Solvent: CN(C)C=O (DMF). Run at time 50 minute. The product is C(C)OC(=O)C1=NOC2=C1C=CC(=C2)O[Si](C(C)C)(C(C)C)C(C)C (6-Triisopropylsilanyloxy-benzo[d]isoxazole-3-carboxylic acid ethyl ester). As a reaction SMILES: [CH2:1]([O:3][C:4]([C:6]1[C:10]2[CH:11]=[CH:12][C:13]([OH:15])=[CH:14][C:9]=2[O:8][N:7]=1)=[O:5])[CH3:2].N1C=CN=C1.Cl[Si:22]([CH:29]([CH3:31])[CH3:30])([CH:26]([CH3:28])[CH3:27])[CH:23]([CH3:25])[CH3:24]>CN(C=O)C>[CH2:1]([O:3][C:4]([C:6]1[C:10]2[CH:11]=[CH:12][C:13]([O:15][Si:22]([CH:29]([CH3:31])[CH3:30])([CH:26]([CH3:28])[CH3:27])[CH:23]([CH3:25])[CH3:24])=[CH:14][C:9]=2[O:8][N:7]=1)=[O:5])[CH3:2]. Reported procedure: To a solution of 0.80 g (3.86 mMol) 6-hydroxy-benzo[d]isoxazole-3-carboxylic acid ethyl ester [preparation see: J. Am. Chem. Soc. 97 (1974), 7305] in 8 ml DMF, 1.16 g (17 mMol) imidazol and 2.15 ml chlortriisopropylsilane (95%; 9.7 mMol) are added. After 50 min, the mixture is poured into ice-water and extracted twice with EtOAc. The organic phases are washed with 10% citric acid solution, 2× water and brine, dried (Na2SO4) and concentrated. Column chromatography (SiO2; hexane/EtOAc 29:1) gives ... Starting materials: ClC=1C(NC(=CC1O)C)=O (3-Chloro-4-hydroxy-6-methyl-1H-pyridin-2-one), C1CCC2=NCCCN2CC1 (DBU), FC1=C(CBr)C=CC(=C1)F (2,4-Difluorobenzylbromide). The solvent is CN1CCCC1=O (NMP). Reaction conditions: temperature 80 celsius. The product is ClC=1C(NC(=CC1OCC1=C(C=C(C=C1)F)F)C)=O (3-Chloro-4-(2,4-difluorobenzyloxy)-6-methyl-1H-pyridin-2-one). The yield is 12.8%. As a reaction SMILES: [Cl:1][C:2]1[C:3](=[O:10])[NH:4][C:5]([CH3:9])=[CH:6][C:7]=1[OH:8].C1CCN2C(=NCCC2)CC1.[F:22][C:23]1[CH:30]=[C:29]([F:31])[CH:28]=[CH:27][C:24]=1[CH2:25]Br>CN1C(=O)CCC1>[Cl:1][C:2]1[C:3](=[O:10])[NH:4][C:5]([CH3:9])=[CH:6][C:7]=1[O:8][CH2:25][C:24]1[CH:27]=[CH:28][C:29]([F:31])=[CH:30][C:23]=1[F:22]. Procedure: 3-Chloro-4-hydroxy-6-methyl-1H-pyridin-2-one (19.2 g, 0.12 mol) and DBU (19.9 mL, 0.13 mol) were dissolved in 70 mL of NMP. 2,4-Difluorobenzylbromide (17 mL, 0.13 mol) was added dropwise and the reaction was heated at 80° C. for 6 hours. The reaction was cooled to room temperature, the solid was filtered, and washed with NMP and hexanes. The solid was dried in a vacuum oven overnight to give a white solid (4.4 g, 13%): 1H NMR (300 MHz, DMSO-d6) δ 11.88 (br s, 1H), 7.63 (app q, J=9 Hz, 1H), 7.33 ... The reactants are Cc1ccc(S(=O)(=O)OCC2Cc3cccc(-c4cccc(C(F)(F)F)c4)c3O2)cc1, [N-]=[N+]=[N-], [Na+]. The product is [N-]=[N+]=NCC1Cc2cccc(-c3cccc(C(F)(F)F)c3)c2O1. RXN SMILES: [CH3:1][c:2]1[cH:3][cH:4][c:5]([S:6]([O:7][CH2:12][CH:13]2[O:14][c:15]3[c:16]([cH:18][cH:19][cH:20][c:21]3-[c:22]3[cH:23][c:24]([C:28]([F:29])([F:30])[F:31])[cH:25][cH:26][cH:27]3)[CH2:17]2)(=[O:8])=[O:9])[cH:10][cH:11]1.[N-:33]=[N+:34]=[N-:35].[Na+:32]>>[CH2:12]([CH:13]1[O:14][c:15]2[c:16]([cH:18][cH:19][cH:20][c:21]2-[c:22]2[cH:23][c:24]([C:28]([F:29])([F:30])[F:31])[cH:25][cH:26][cH:27]2)[CH2:17]1)[N:33]=[N+:34]=[N-:35]. Reactants: [BH4-], CCO, COc1cc(Cl)cc(C=O)c1, Cl, [H][H], [Na+]. Yields the product COc1cc(Cl)cc(CO)c1. RXN SMILES: [BH4-:12].[CH3:17][CH2:18][OH:19].[Cl:1][c:2]1[cH:3][c:4]([CH:5]=[O:6])[cH:7][c:8]([O:10][CH3:11])[cH:9]1.[ClH:14].[H:15][H:16].[Na+:13]>>[Cl:1][c:2]1[cH:3][c:4]([CH2:5][OH:6])[cH:7][c:8]([O:10][CH3:11])[cH:9]1. Reactants: [Cl-].[Al+3].[Cl-].[Cl-] (aluminum chloride), C1C(CC2=CC=CC=C12)CC(=O)OC (methyl (indan-2-yl)acetate), ice water, ice water, C(C)(=O)Cl (acetyl chloride). Run in C(Cl)Cl (methylene chloride), C(Cl)Cl (methylene chloride). Reaction conditions: time 40 minute. The product is C(C)(=O)C=1C=C2CC(CC2=CC1)CC(=O)OC (Methyl (5-acetylindan-2-yl)acetate). Yield: 91.0%. RXN SMILES: [Cl-].[Al+3].[Cl-].[Cl-].[CH2:5]1[C:13]2[C:8](=[CH:9][CH:10]=[CH:11][CH:12]=2)[CH2:7][CH:6]1[CH2:14][C:15]([O:17][CH3:18])=[O:16].[C:19](Cl)(=[O:21])[CH3:20]>C(Cl)Cl>[C:19]([C:10]1[CH:9]=[C:8]2[C:13](=[CH:12][CH:11]=1)[CH2:5][CH:6]([CH2:14][C:15]([O:17][CH3:18])=[O:16])[CH2:7]2)(=[O:21])[CH3:20] |f:0.1.2.3|. Procedure: Added to 160 ml of methylene chloride were 52.9 g (0.388 mol) of anhydrous aluminum chloride. While chilling with ice water, a solution of 25.03 g (0.132 mol) of methyl (indan-2-yl)acetate in 40 ml of methylene chloride was added dropwise to the solution, followed by the addition of 13.1 ml (0.185 mol) of acetyl chloride. After stirring the mixture at the same temperature for 40 minutes, the reaction mixture was poured into ice water to take out an organic layer separated. After the organic laye... Reactants: FC1=CC(=C(C=C1F)N)[N+](=O)[O-] (4,5-Difluoro-2-nitro-phenylamine), O.O.[Sn](Cl)Cl (tin (II) chloride dihydrate). Run in C(C)O (ethanol). The product is FC=1C=C(C(=CC1F)N)N (4,5-difluoro-benzene-1,2-diamine). RXN SMILES: [F:1][C:2]1[C:7]([F:8])=[CH:6][C:5]([NH2:9])=[C:4]([N+:10]([O-])=O)[CH:3]=1.O.O.[Sn](Cl)Cl>C(O)C>[F:1][C:2]1[CH:3]=[C:4]([NH2:10])[C:5]([NH2:9])=[CH:6][C:7]=1[F:8] |f:1.2.3|. Reported procedure: 4,5-Difluoro-2-nitro-phenylamine is a known compound.8 It was reduced with tin (II) chloride dihydrate in ethanol to give the 4,5-difluoro-benzene-1,2-diamine. The diamine was reacted with hexaketocyclohexane octahydrate to give [(HATNA)F6]. The product was purified by train purification (sublimation). The compound is yellow needle like crystal. It is slightly soluble in chloroform. It is very soluble in chloroform/TFA (3:1) mixture.